This data is from the Open Reaction Database (ORD), a public repository of structured organic reaction records. The task is: describe an organic reaction: reactants, conditions, products, and yield Reactants: [Mg] (magnesium), [Mg] (magnesium), CC1(N=C(OC1)C1=C(C=CC=C1)OC)C (4,4-dimethyl-2-(2'-methoxyphenyl)oxazoline), BrC(C)Br (dibromoethane), BrC1=CC=C(C=C1)C (4-bromotoluene), [Cl-].[NH4+] (ammonium chloride). Solvent: O1CCCC1 (Tetrahydrofuran), O1CCCC1 (tetrahydrofuran). Product: CC1(N=C(OC1)C1=C(C=CC=C1)C1=CC=C(C=C1)C)C (4,4-dimethyl-2-(4'-methylbiphenyl-2-yl)oxazoline). Isolated yield 85.1%. Reaction SMILES: [Mg].BrC(Br)C.Br[C:7]1[CH:12]=[CH:11][C:10]([CH3:13])=[CH:9][CH:8]=1.[CH3:14][C:15]1([CH3:28])[CH2:19][O:18][C:17]([C:20]2[CH:25]=[CH:24][CH:23]=[CH:22][C:21]=2OC)=[N:16]1.[Cl-].[NH4+]>O1CCCC1>[CH3:14][C:15]1([CH3:28])[CH2:19][O:18][C:17]([C:20]2[CH:25]=[CH:24][CH:23]=[CH:22][C:21]=2[C:7]2[CH:12]=[CH:11][C:10]([CH3:13])=[CH:9][CH:8]=2)=[N:16]1 |f:4.5|. Procedure details: Tetrahydrofuran (200 ml) was added to 2.5 g (103 mmol) of flaky magnesium, followed by the addition of a small amount of dibromoethane under stirring. After the confirmation of bubbling, 13 ml (106 mmol) of 4-bromotoluene was dropwise added thereto. After the confirmation of the dissolution of the magnesium, the mixture was further stirred at room temperature for one hour. This reaction liquid was dropwise added to a solution of 10.0 g (48.7 mmol) of 4,4-dimethyl-2-(2'-methoxyphenyl)oxazoline in... The reactants are ClC1=C2C=C(N(C2=C(C=C1)O)C)C(=O)OCC (ethyl 4-chloro-7-hydroxy-1-methyl-2-indolecarboxylate), [H-].[Na+] (sodium hydride), FC1=CC(=CC=C1)[N+](=O)[O-] (1-fluoro-3-nitrobenzene). Run in CN(C=O)C (dimethylformamide). Run at time 30 minute. Product: ClC1=C2C=C(N(C2=C(C=C1)OC1=CC(=CC=C1)[N+](=O)[O-])C)C(=O)OCC (ethyl 4-chloro-1-methyl-7-(3-nitrophenoxy)-2-indolecarboxylate). Isolated yield 24.4%. As a reaction SMILES: [Cl:1][C:2]1[CH:10]=[CH:9][C:8]([OH:11])=[C:7]2[C:3]=1[CH:4]=[C:5]([C:13]([O:15][CH2:16][CH3:17])=[O:14])[N:6]2[CH3:12].[H-].[Na+].F[C:21]1[CH:26]=[CH:25][CH:24]=[C:23]([N+:27]([O-:29])=[O:28])[CH:22]=1>CN(C)C=O>[Cl:1][C:2]1[CH:10]=[CH:9][C:8]([O:11][C:21]2[CH:26]=[CH:25][CH:24]=[C:23]([N+:27]([O-:29])=[O:28])[CH:22]=2)=[C:7]2[C:3]=1[CH:4]=[C:5]([C:13]([O:15][CH2:16][CH3:17])=[O:14])[N:6]2[CH3:12] |f:1.2|. Procedure: After 0.50 g (1.97 mmol) of ethyl 4-chloro-7-hydroxy-1-methyl-2-indolecarboxylate was added to a suspension of 0.16 g (3.94 mmol) of 60% sodium hydride and 10 ml of dimethylformamide, the suspension was stirred at room temperature for 30 minutes. Then 0.28 g (1.9.7 mmol) of 1-fluoro-3-nitrobenzene was added to the solution at room temperature followed by stirring for 3 hours at 150° C. After cooling, the reaction mixture was poured onto ice water. The resulting mixture was then extracted three t... The reactants are O=S(Cl)Cl (SOCl2), C(C)OC1=C(C(=O)N)C=C(C=C1)[C@@H]1CC[C@H](CC1)CCC (2-ethoxy-5-(trans-4-propyl-cyclohexyl)-benzamide), OC1=CC=C(C=C1)[C@@H]1CC[C@H](CC1)CCC (trans-1-(4-hydroxyphenyl)-4-propyl-cyclohexane), C(Cl)(Cl)Cl.[OH-].[K+] (chloroform KOH). Product: C(C)OC1=C(C=O)C=C(C=C1)[C@@H]1CC[C@H](CC1)CCC (2-ethoxy-5-(trans-4-propylcyclohexyl)-benzaldehyde). As a reaction SMILES: O=S(Cl)Cl.[CH2:5]([O:7][C:8]1[CH:16]=[CH:15][C:14]([C@H:17]2[CH2:22][CH2:21][C@H:20]([CH2:23][CH2:24][CH3:25])[CH2:19][CH2:18]2)=[CH:13][C:9]=1[C:10](N)=[O:11])[CH3:6].OC1C=CC([C@H]2CC[C@H](CCC)CC2)=CC=1.C(Cl)(Cl)Cl.[OH-].[K+]>>[CH2:5]([O:7][C:8]1[CH:16]=[CH:15][C:14]([C@H:17]2[CH2:18][CH2:19][C@H:20]([CH2:23][CH2:24][CH3:25])[CH2:21][CH2:22]2)=[CH:13][C:9]=1[CH:10]=[O:11])[CH3:6] |f:3.4.5|. Procedure details: 18 g of SOCl2 is added, at 80°, to a suspension of 28.9 g of 2-ethoxy-5-(trans-4-propyl-cyclohexyl)-benzamide [obtainable, for example, by reaction of trans-1-(4-hydroxyphenyl)-4-propyl-cyclohexane with chloroform/KOH to give 2-ethoxy-5-(trans-4-propylcyclohexyl)-benzaldehyde, oxidation to the acid, reaction with SOCl2 to give the chloride and reaction with NH3 ] in 100 ml of toluene. After the mixture has been stirred at 80° for 6 hours, cooled and poured into water, 2-ethoxy-5-(trans-4-propyl-... Starting materials: BrC=1N([C@H]2C[C@H](O)[C@@H](CO)O2)C=2N=CN=C(C2N1)N (8-bromo-2'-deoxyadenosine), [N-]=[N+]=[N-].[Na+] (sodium azide). Run in CN(C)C=O (DMF). Reaction conditions: temperature 90 celsius, time 2 hour. The product is N(=[N+]=[N-])C=1N([C@H]2C[C@H](O)[C@@H](CO)O2)C=2N=CN=C(C2N1)N (8-azido-2'-deoxyadenosine). The yield is 91.2%. As a reaction SMILES: Br[C:2]1[N:3]([C:12]2[N:13]=[CH:14][N:15]=[C:16]([NH2:19])[C:17]=2[N:18]=1)[C@@H:4]1[O:11][C@H:8]([CH2:9][OH:10])[C@@H:6]([OH:7])[CH2:5]1.[N-:20]=[N+:21]=[N-:22].[Na+]>CN(C=O)C>[N:20]([C:2]1[N:3]([C:12]2[N:13]=[CH:14][N:15]=[C:16]([NH2:19])[C:17]=2[N:18]=1)[C@@H:4]1[O:11][C@H:8]([CH2:9][OH:10])[C@@H:6]([OH:7])[CH2:5]1)=[N+:21]=[N-:22] |f:1.2|. Procedure: To a solution of 8-bromo-2'-deoxyadenosine (0.403 g, 1.22 mmol) in DMF (25 ml) was added sodium azide (0.278 g, 4.27 mmol), and the mixture stirred at 90° C. for 2 h. The solvent was removed and the residue was purified on silica gel (10% methanol/chloroform) to give 0.325 g (91%) of 8-azido-2'-deoxyadenosine: 1H NMR (Me2SO-d6)δ2.17 (m, 2H), 3.59 (m, 2H), 3.82 (m, 1H), 4.42 (m, 1H), 5.25 (m, 2H), 6.11 (m, 1H), 7.24 (br.s, 2H), 8.07 (s, 1H); UV (H2O) λmax 282.5 nm; FTIF (KBr) 2155 cm-1. 8-Azido-2... The reactants are S(N)(OC[C@H]1O[C@H]([C@@H]2OC(O[C@@H]21)(C)C)N2C1=NC=NC(=C1N=C2)I)(=O)=O ([(3aR,4R,6R,6aR)-6-(6-iodo-9H-purin-9-yl)-2,2-dimethyltetrahydrofuro[3,4-d][1,3]dioxol-4-yl]methyl sulfamate), CCN(C(C)C)C(C)C (DIPEA), C(#C)C1=C(C=CC=C1)C(F)(F)F (1-ethynyl-2-trifluoromethyl-benzene). Reagents/catalysts: [Cu]I (CuI), Cl[Pd]([P](C1=CC=CC=C1)(C2=CC=CC=C2)C3=CC=CC=C3)([P](C4=CC=CC=C4)(C5=CC=CC=C5)C6=CC=CC=C6)Cl (Pd(PPh3)2Cl2). Solvent: C(Cl)Cl (DCM), CN(C)C=O (DMF). Reaction conditions: time 50 minute. Product: S(N)(OC[C@H]1O[C@H]([C@@H]2OC(O[C@@H]21)(C)C)N2C1=NC=NC(=C1N=C2)C#CC2=C(C=CC=C2)C(F)(F)F)(=O)=O ([(3aR,4R,6R,6aR)-2,2-dimethyl-6-(6-{[2-(trifluoromethyl)phenyl]ethynyl}-9H-purin-9-yl)tetrahydrofuro[3,4-d][1,3]dioxol-4-yl]methyl sulfamate). Isolated yield 85.3%. RXN SMILES: [S:1](=[O:26])(=[O:25])([O:3][CH2:4][C@@H:5]1[C@@H:12]2[C@@H:8]([O:9][C:10]([CH3:14])([CH3:13])[O:11]2)[C@H:7]([N:15]2[CH:23]=[N:22][C:21]3[C:16]2=[N:17][CH:18]=[N:19][C:20]=3I)[O:6]1)[NH2:2].CCN(C(C)C)C(C)C.[C:36]([C:38]1[CH:43]=[CH:42][CH:41]=[CH:40][C:39]=1[C:44]([F:47])([F:46])[F:45])#[CH:37]>CN(C=O)C.C(Cl)Cl.[Cu]I.Cl[Pd](Cl)([P](C1C=CC=CC=1)(C1C=CC=CC=1)C1C=CC=CC=1)[P](C1C=CC=CC=1)(C1C=CC=CC=1)C1C=CC=CC=1>[S:1](=[O:26])(=[O:25])([O:3][CH2:4][C@@H:5]1[C@@H:12]2[C@@H:8]([O:9][C:10]([CH3:14])([CH3:13])[O:11]2)[C@H:7]([N:15]2[CH:23]=[N:22][C:21]3[C:16]2=[N:17][CH:18]=[N:19][C:20]=3[C:37]#[C:36][C:38]2[CH:43]=[CH:42][CH:41]=[CH:40][C:39]=2[C:44]([F:45])([F:46])[F:47])[O:6]1)[NH2:2] |^1:60,79|. Reported procedure: To a solution of [(3aR,4R,6R,6aR)-6-(6-iodo-9H-purin-9-yl)-2,2-dimethyltetrahydrofuro[3,4-d][1,3]dioxol-4-yl]methyl sulfamate (0.200 g, 0.402 mmol) in DMF (7 mL) was added DIPEA (0.176 mL, 1.01 mmol), 1-ethynyl-2-trifluoromethyl-benzene (0.224 mL, 1.61 mmol), CuI (0.0191 g, 0.101 mmol), and Pd(PPh3)2Cl2 (0.0282 g, 0.0402 mmol). The mixture was stirred at r.t. for 50 min, diluted with DCM (25 mL) and washed with saturated aq EDTA.Na2 (3×25 mL). The combined organics were washed with brine, dried ...